From a dataset of the Open Reaction Database (ORD), a public repository of structured organic reaction records. describe an organic reaction: reactants, conditions, products, and yield Reactants: FC1=NC(=CC=C1)N1C(=NC(=C1)C#CC1=CC(=NC=C1)Cl)C (2-fluoro-6-[4-(2-chloro-pyridin-4-ylethynyl)-2-methyl-imidazol-1-yl]-pyridine), [OH-].[K+] (KOH). Run in C(C)(C)(C)O (tert-butanol). The product is ClC1=NC=CC(=C1)C#CC=1N=C(N(C1)C1=CC=CC(=N1)O)C (6-[4-(2-chloro-pyridin-4-ylethynyl)-2-methyl-imidazol-1-yl]-pyridin-2-ol). As a reaction SMILES: F[C:2]1[CH:7]=[CH:6][CH:5]=[C:4]([N:8]2[CH:12]=[C:11]([C:13]#[C:14][C:15]3[CH:20]=[CH:19][N:18]=[C:17]([Cl:21])[CH:16]=3)[N:10]=[C:9]2[CH3:22])[N:3]=1.[OH-:23].[K+]>C(O)(C)(C)C>[Cl:21][C:17]1[CH:16]=[C:15]([C:14]#[C:13][C:11]2[N:10]=[C:9]([CH3:22])[N:8]([C:4]3[N:3]=[C:2]([OH:23])[CH:7]=[CH:6][CH:5]=3)[CH:12]=2)[CH:20]=[CH:19][N:18]=1 |f:1.2|. Procedure details: The title compound, white cristalline solid, MS: m/e=311.2, 313.2 (M+H+), was prepared in accordance with the general method of example 1a from 2-fluoro-6-[4-(2-chloro-pyridin-4-ylethynyl)-2-methyl-imidazol-1-yl]-pyridine and KOH in tert-butanol.